Dataset: the Open Reaction Database (ORD), a public repository of structured organic reaction records. Task: describe an organic reaction: reactants, conditions, products, and yield Starting materials: C(#N)C1=CC=C(C=C1)C1CCN(CC1)C(=O)C=1C=CC(=C(C1)NC(=S)N1C=NC=C1)C (N-(5-(4-(4-cyanophenyl)piperidine-1-carbonyl)-2-methylphenyl)-1H-imidazole-1-carbothioamide), N1=CC(=C(C=C1)N)N (pyridine-3,4-diamine). Solvent: CN(C)C=O (DMF). Reaction conditions: time 3 hour. The product is NC1=C(C=NC=C1)NC(=S)NC1=C(C=CC(=C1)C(=O)N1CCC(CC1)C1=CC=C(C=C1)C#N)C (1-(4-Aminopyridin-3-yl)-3-(5-(4-(4-cyanophenyl)piperidine-1-carbonyl)-2-methylphenyl)thiourea). As a reaction SMILES: [C:1]([C:3]1[CH:8]=[CH:7][C:6]([CH:9]2[CH2:14][CH2:13][N:12]([C:15]([C:17]3[CH:18]=[CH:19][C:20]([CH3:31])=[C:21]([NH:23][C:24]([N:26]4[CH:30]=[CH:29][N:28]=[CH:27]4)=[S:25])[CH:22]=3)=[O:16])[CH2:11][CH2:10]2)=[CH:5][CH:4]=1)#[N:2].[N:32]1C=CC(N)=[C:34](N)[CH:33]=1>CN(C=O)C>[NH2:32][C:33]1[CH:34]=[CH:27][N:28]=[CH:29][C:30]=1[NH:26][C:24]([NH:23][C:21]1[CH:22]=[C:17]([C:15]([N:12]2[CH2:13][CH2:14][CH:9]([C:6]3[CH:7]=[CH:8][C:3]([C:1]#[N:2])=[CH:4][CH:5]=3)[CH2:10][CH2:11]2)=[O:16])[CH:18]=[CH:19][C:20]=1[CH3:31])=[S:25]. Reported procedure: To a solution of N-(5-(4-(4-cyanophenyl)piperidine-1-carbonyl)-2-methylphenyl)-1H-imidazole-1-carbothioamide (281.1) in DMF continued from the prior step was added pyridine-3,4-diamine (0.034, 0.32 mmol). The mixture was stirred at room temperature for 3 hours. LCMS showed the reaction was complete. The reaction was carried to the next step without workup or purification. m/z (ES+) 471 (M+H)+. The reactants are NC=1SC=C(N1)CN1CCC(CC1)OC(C1=CC=CC=C1)C1=CC=CC=C1 (2-amino-4-[4-(diphenylmethoxy)piperidinomethyl]thiazole), CN=C=O (methyl isocyanate), [OH-].[Na+] (Sodium hydroxide). Solvent: O1CCCC1 (tetrahydrofuran). Reaction conditions: time 3 hour. The product is CNC(NC=1SC=C(N1)CN1CCC(CC1)OC(C1=CC=CC=C1)C1=CC=CC=C1)=O (2-(3-methylureido)-4-[4-(diphenylmethoxy)piperidinomethyl]thiazole). Reaction SMILES: [NH2:1][C:2]1[S:3][CH:4]=[C:5]([CH2:7][N:8]2[CH2:13][CH2:12][CH:11]([O:14][CH:15]([C:22]3[CH:27]=[CH:26][CH:25]=[CH:24][CH:23]=3)[C:16]3[CH:21]=[CH:20][CH:19]=[CH:18][CH:17]=3)[CH2:10][CH2:9]2)[N:6]=1.[CH3:28][N:29]=[C:30]=[O:31].[OH-].[Na+]>O1CCCC1>[CH3:28][NH:29][C:30](=[O:31])[NH:1][C:2]1[S:3][CH:4]=[C:5]([CH2:7][N:8]2[CH2:13][CH2:12][CH:11]([O:14][CH:15]([C:22]3[CH:27]=[CH:26][CH:25]=[CH:24][CH:23]=3)[C:16]3[CH:17]=[CH:18][CH:19]=[CH:20][CH:21]=3)[CH2:10][CH2:9]2)[N:6]=1 |f:2.3|. Procedure: To a stirred solution of 2-amino-4-[4-(diphenylmethoxy)piperidinomethyl]thiazole (1.0 g) in dry tetrahydrofuran (10 ml) was added dropwise methyl isocyanate (0.34 ml) at ambient temperature. After the addition had been completed, the reaction mixture was stirred for 3 hours. 1N Sodium hydroxide solution (3 ml) was added thereto and stirring was continued for 30 minutes. The reaction mixture was concentrated under reduced pressure and the residue was extracted with ethyl acetate. The extract was ... Reactants: BrC1=C2C=3CCC(CC3NC2=C(C=C1)C(=O)N)CNC(CCCBr)=O (5-bromo-2-((4-bromobutanamido)methyl)-2,3,4,9-tetrahydro-1H-carbazole-8-carboxamide), [H-].[Na+] (NaH). Solvent: O (water), CN(C)C=O (DMF). Conditions: time 30 minute. The product is BrC1=C2C=3CCC(CC3NC2=C(C=C1)C(=O)N)CN1C(CCC1)=O (5-bromo-2-((2-oxopyrrolidin-1-yl)methyl)-2,3,4,9-tetrahydro-1H-carbazole-8-carboxamide). Reaction SMILES: [Br:1][C:2]1[CH:14]=[CH:13][C:12]([C:15]([NH2:17])=[O:16])=[C:11]2[C:3]=1[C:4]1[CH2:5][CH2:6][CH:7]([CH2:18][NH:19][C:20](=[O:25])[CH2:21][CH2:22][CH2:23]Br)[CH2:8][C:9]=1[NH:10]2.[H-].[Na+]>CN(C=O)C.O>[Br:1][C:2]1[CH:14]=[CH:13][C:12]([C:15]([NH2:17])=[O:16])=[C:11]2[C:3]=1[C:4]1[CH2:5][CH2:6][CH:7]([CH2:18][N:19]3[CH2:23][CH2:22][CH2:21][C:20]3=[O:25])[CH2:8][C:9]=1[NH:10]2 |f:1.2|. Reported procedure: Step 5 A solution of 5-bromo-2-((4-bromobutanamido)methyl)-2,3,4,9-tetrahydro-1H-carbazole-8-carboxamide (80 mg, 0.170 mmol) in DMF (1 mL) was treated with NaH (60% in mineral oil, pre-washed with hexane, 34 mg, 0.849 mmol). The mixture was stirred at rt for 30 min, the was diluted with water and extracted three times with DCM. The combined organic phases were dried and concentrated, and the residue was purified by column chromatography (eluting with 5% aqueous ammonium hydroxide-methanol-DCM) t... Yield: 76.2%. As a reaction SMILES: [C:1]([O:6]CC)(=O)[CH:2]([CH3:4])[OH:3].[CH2:9]([NH2:12])[CH2:10][CH3:11]>>[CH2:9]([NH:12][C:1](=[O:6])[CH:2]([CH3:4])[OH:3])[CH2:10][CH3:11]. Run at temperature 60 celsius, time 16 hour. Procedure: A mixture of 35.4 gm (0.3 mole) of ethyl lactate and 19.4 gm (0.33 mole) of propylamine were stirred together at 60° C. for 16 hours and subsequently distilled under reduced pressure. 30 gm (76% of theory) of N-propyl-lactic acid amide of boiling point 152° C./9 torr and of refractive index (nD20) 1.4563 were obtained. The product is C(CC)NC(C(O)C)=O (N-propyl-lactic acid amide). Reactants: C(C(O)C)(=O)OCC (ethyl lactate), C(CC)N (propylamine). Yields the product CC1(C)OB(c2ccc(F)c(N)c2)OC1(C)C. The reactants are CCOC(C)=O, CC1(C)OB(c2ccc(F)c([N+](=O)[O-])c2)OC1(C)C. Reaction SMILES: [CH3:20][CH2:21][O:22][C:23](=[O:24])[CH3:25].[F:1][c:2]1[c:3]([N+:17]([O-:18])=[O:19])[cH:4][c:5]([B:8]2[O:9][C:10]([CH3:15])([CH3:16])[C:11]([CH3:13])([CH3:14])[O:12]2)[cH:6][cH:7]1>>[F:1][c:2]1[c:3]([NH2:17])[cH:4][c:5]([B:8]2[O:9][C:10]([CH3:15])([CH3:16])[C:11]([CH3:13])([CH3:14])[O:12]2)[cH:6][cH:7]1. Reactants: Cl[C@H]1[C@@H](CCC1)SCC(=O)O (trans[(2-Chlorocyclopentyl)thio]acetic acid), Cl (hydrochloric acid), CC(C)(C)C1=C(C(=CC(=C1)S)C(C)(C)C)O (2.6-bis(1.1-Dimethylethyl)-4-mercaptophenol), [O-]CC.[Na+] (sodium ethoxide). Run in C(C)O (ethanol), O (water). Run at time 90 minute. The product is CC(C)(C)C=1C=C(C=C(C1O)C(C)(C)C)S[C@H]1[C@@H](CCC1)SCC(=O)O (trans-[[2-[[3,5-bis(1,1-Dimethylethyl)-4-hydroxyphenyl]thio]cyclopentyl]thio]acetic acid). Reaction SMILES: [CH3:1][C:2]([C:5]1[CH:10]=[C:9]([SH:11])[CH:8]=[C:7]([C:12]([CH3:15])([CH3:14])[CH3:13])[C:6]=1[OH:16])([CH3:4])[CH3:3].[O-]CC.[Na+].Cl[C@@H:22]1[CH2:26][CH2:25][CH2:24][C@H:23]1[S:27][CH2:28][C:29]([OH:31])=[O:30].Cl>C(O)C.O>[CH3:4][C:2]([C:5]1[CH:10]=[C:9]([S:11][C@@H:22]2[CH2:26][CH2:25][CH2:24][C@H:23]2[S:27][CH2:28][C:29]([OH:31])=[O:30])[CH:8]=[C:7]([C:12]([CH3:15])([CH3:14])[CH3:13])[C:6]=1[OH:16])([CH3:1])[CH3:3] |f:1.2|. Procedure: 2.6-bis(1.1-Dimethylethyl)-4-mercaptophenol (0.73 g, 0.0031 mole) was added to freshly prepared sodium ethoxide [sodium (0.16 g, 0,007 mole)] in ethanol (10 ml). Once dissolved, the product of Example 4 (0.50 g, 0.0026 mole) was added and the reaction mixture was stirred for 90 minutes and poured into water (50 ml) containing 1N hydrochloric acid (25 ml). The mixture was extracted three times with 20 ml of diethyl ether, and the combined extracts were washed with water (20 ml), dried over anhydr...